This data is from the Open Reaction Database (ORD), a public repository of structured organic reaction records. The task is: describe an organic reaction: reactants, conditions, products, and yield Reactants: FC(CN=C(NC1=NC(=NC=C1)OCCCO)N)(F)F (4-[2-(2,2,2-trifluoroethyl)guanidino]-2-(3-hydroxypropoxy)pyrimidine), [H-].[Na+] (sodium hydride), ClC1=NC(=CN=C1)Cl (2,6-dichloropyrazine). Solvent: C(C)(C)(C)O (t-butanol). Run at time 18 hour. Product: Cl.ClC1=CN=CC(=N1)OCCCOC1=NC=CC(=N1)NC(=NCC(F)(F)F)N (6-chloro-2-[3-(4-[2-(2,2,2-trifluoroethyl)guanidino]-pyrimid-2-yloxy)propoxy]pyrazine hydrochloride). Isolated yield 15.8%. As a reaction SMILES: [F:1][C:2]([F:20])([F:19])[CH2:3][N:4]=[C:5]([NH2:18])[NH:6][C:7]1[CH:12]=[CH:11][N:10]=[C:9]([O:13][CH2:14][CH2:15][CH2:16][OH:17])[N:8]=1.[H-].[Na+].[Cl:23][C:24]1[CH:29]=[N:28][CH:27]=[C:26]([Cl:30])[N:25]=1>C(O)(C)(C)C>[ClH:23].[Cl:30][C:26]1[N:25]=[C:24]([O:17][CH2:16][CH2:15][CH2:14][O:13][C:9]2[N:8]=[C:7]([NH:6][C:5]([NH2:18])=[N:4][CH2:3][C:2]([F:20])([F:1])[F:19])[CH:12]=[CH:11][N:10]=2)[CH:29]=[N:28][CH:27]=1 |f:1.2,5.6|. Procedure: A mixture of 4-[2-(2,2,2-trifluoroethyl)guanidino]-2-(3-hydroxypropoxy)pyrimidine (293 mg.), a 50% w/w dispersion of sodium hydride in oil (72 mg.) and t-butanol (5 ml.) was stirred at 50° for 0.5 hours and then treated with 2,6-dichloropyrazine (165 mg.) and the resulting mixture was stirred at 50° for 18 hours. The mixture was evaporated to dryness and the residue stirred with a mixture of N aqueous hydrochloric acid and ether. The insoluble white solid was collected to give 6-chloro-2-[3-(4-[... Reactants: C=O (formaldehyde), CC1(N(CCNC1)C(=O)OC(C)(C)C)C (1,1-dimethylethyl 2,2-dimethyl-1-piperazinecarboxylate), FC(C1=CC=C(C=C1)[N+]#[C-])(F)F (4-(trifluoromethyl)phenylisocyanide), C[Si](C)(C)N=[N+]=[N-] (trimethylsilyl azide). The solvent is CO (methanol). Conditions: time 8 hour. The product is CC1(N(CCN(C1)CC1=NN=NN1C1=CC=C(C=C1)C(F)(F)F)C(=O)OC(C)(C)C)C (1,1-Dimethylethyl 2,2-dimethyl-4-({1-[4-(trifluoromethyl)phenyl]-1H-tetrazol-5-yl}methyl)-1-piperazinecarboxylate). RXN SMILES: [CH2:1]=O.[CH3:3][C:4]1([CH3:17])[CH2:9][NH:8][CH2:7][CH2:6][N:5]1[C:10]([O:12][C:13]([CH3:16])([CH3:15])[CH3:14])=[O:11].[F:18][C:19]([F:29])([F:28])[C:20]1[CH:25]=[CH:24][C:23]([N+:26]#[C-:27])=[CH:22][CH:21]=1.C[Si]([N:34]=[N+:35]=[N-:36])(C)C>CO>[CH3:3][C:4]1([CH3:17])[CH2:9][N:8]([CH2:1][C:27]2[N:26]([C:23]3[CH:22]=[CH:21][C:20]([C:19]([F:28])([F:29])[F:18])=[CH:25][CH:24]=3)[N:36]=[N:35][N:34]=2)[CH2:7][CH2:6][N:5]1[C:10]([O:12][C:13]([CH3:16])([CH3:15])[CH3:14])=[O:11]. Procedure: To a solution of formaldehyde (0.044 mL, 0.584 mmol) in methanol (2 mL) was added 1,1-dimethylethyl 2,2-dimethyl-1-piperazinecarboxylate (125 mg, 0.584 mmol, commercially available, for example from ChemPacific Corp., Baltimore, USA). The reaction mixture was stirred at room temperature for 1 hour before the addition of 4-(trifluoromethyl)phenylisocyanide (100 mg, 0.584 mmol, Fluorochem, Old Glossop, UK) and trimethylsilyl azide (0.092 mL, 0.701 mmol). The resulting reaction mixture was stirred ...